This data is from the Open Reaction Database (ORD), a public repository of structured organic reaction records. The task is: describe an organic reaction: reactants, conditions, products, and yield Reactants: C(C)OC1=CC=C(C=C1)C1(CC1)C=C(C(=O)OC)F (1-(4-Ethoxyphenyl)-1-(2-fluoro-2-(methoxycarbonyl)ethenyl)cyclopropane), [H-].[Al+3].[Li+].[H-].[H-].[H-] (lithium aluminium hydride). Run in C(C)OCC (diethyl ether). Yields the product C(C)OC1=CC=C(C=C1)C1(CC1)C=C(CO)F (1-(4-Ethoxyphenyl)-1-(2-fluoro-3-hydroxyprop-1-enyl)cyclopropane). Yield: 73.4%. RXN SMILES: [CH2:1]([O:3][C:4]1[CH:9]=[CH:8][C:7]([C:10]2([CH:13]=[C:14]([F:19])[C:15](OC)=[O:16])[CH2:12][CH2:11]2)=[CH:6][CH:5]=1)[CH3:2].[H-].[Al+3].[Li+].[H-].[H-].[H-]>C(OCC)C>[CH2:1]([O:3][C:4]1[CH:9]=[CH:8][C:7]([C:10]2([CH:13]=[C:14]([F:19])[CH2:15][OH:16])[CH2:12][CH2:11]2)=[CH:6][CH:5]=1)[CH3:2] |f:1.2.3.4.5.6|. Reported procedure: The method of Example 9 was repeated using 1-(4-ethoxyphenyl)-1-(2-fluoro-2-(methoxycarbonyl)ethenyl)-cyclopropane (Example 2) (2.3 g), diethyl ether (20 ml) and lithium aluminium hydride (0.55 g) to yield the title compound (1.51 g, 74%). The reactants are FC(C(=O)O)(F)F (trifluoroacetic acid), 1.99, COC(C1(OC2=C(C(C1)=O)C=CC=C2)C)OC (2-dimethoxymethyl-2-methyl-4-oxo-3,4-dihydro-2H-1-benzopyran), 0.64, [N+](=O)([O-])[O-].[NH4+] (ammonium nitrate), resultant mixture. The solvent is C(Cl)(Cl)Cl (chloroform). Yields the product COC(C1(OC2=C(C(C1)=O)C=C(C=C2)[N+](=O)[O-])C)OC (2-dimethoxymethyl-2-methyl-4-oxo-6-nitro-3,4-dihydro-2H-1-benzopyran). Yield: 55.0%. RXN SMILES: [CH3:1][O:2][CH:3]([O:16][CH3:17])[C:4]1([CH3:15])[CH2:9][C:8](=[O:10])[C:7]2[CH:11]=[CH:12][CH:13]=[CH:14][C:6]=2[O:5]1.[N+:18]([O-])([O-:20])=[O:19].[NH4+].FC(F)(F)C(O)=O>C(Cl)(Cl)Cl>[CH3:1][O:2][CH:3]([O:16][CH3:17])[C:4]1([CH3:15])[CH2:9][C:8](=[O:10])[C:7]2[CH:11]=[C:12]([N+:18]([O-:20])=[O:19])[CH:13]=[CH:14][C:6]=2[O:5]1 |f:1.2|. Procedure details: In 15 ml of chloroform were dissolved 1.99 (8.1 mmole) of the compound obtained in step 1 and 0.64(8.1 mmole) of ammonium nitrate; and, 4.5 ml (32 mmole) of anhydrous trifluoroacetic acid was added thereto at room temperature. The resultant mixture was stirred at room temperature for 3 hours; and, the reaction was terminated with a saturated NaHCO3 aqueous solution. The resultant solution was extracted with dichloromethane (50 ml×2), washed with 50 ml of water and with 20 ml of saturated sodium ... Reactants: [BH4-], CC(C)(C)c1ccc(C=O)c(O)c1, CO, NCCc1ccc(F)cc1, [Na+]. Product: CC(C)(C)c1ccc(CNCCc2ccc(F)cc2)c(O)c1. RXN SMILES: [BH4-:24].[C:11]([CH3:12])([CH3:13])([CH3:14])[c:15]1[cH:16][c:17]([OH:23])[c:18]([CH:19]=[O:20])[cH:21][cH:22]1.[CH3:26][OH:27].[F:1][c:2]1[cH:3][cH:4][c:5]([CH2:8][CH2:9][NH2:10])[cH:6][cH:7]1.[Na+:25]>>[F:1][c:2]1[cH:3][cH:4][c:5]([CH2:8][CH2:9][NH:10][CH2:19][c:18]2[c:17]([OH:23])[cH:16][c:15]([C:11]([CH3:12])([CH3:13])[CH3:14])[cH:22][cH:21]2)[cH:6][cH:7]1. The reactants are ClC=1C(=C(C=C2CC(=CN(C12)C1CC1)C(=O)O)F)F (8-chloro-1-cyclopropyl-6,7-difluoro-1,4-dihydro-3-quinolinecarboxylic acid), N12CCN(CC1)CC2 (1,4-diazabicyclo[2.2.2]octane), C(C(C)(C)C)=O (pivalaldehyde), NC1CNCC1 (3-aminopyrrolidine), CC(C=NC1CNCC1)(C)C (3-(2,2-dimethylpropylideneamino)-pyrrolidine). Solvent: C(C)#N (acetonitrile), CN(C=O)C (dimethylformamide), C(C)#N (acetonitrile). Reaction conditions: time 1 hour. The product is NC1CN(CC1)C1=C(C=C2C(C(=CN(C2=C1Cl)C1CC1)C(=O)O)=O)F (7-(3-amino-1-pyrrolidinyl)-8-chloro-1-cyclopropyl-6-fluoro-1,4-dihydro-4-oxo-3-quinolinecarboxylic acid). Reaction SMILES: C(=[O:6])C(C)(C)C.[NH2:7][CH:8]1[CH2:12][CH2:11][NH:10][CH2:9]1.CC(C)(C)C=NC1CCNC1.[Cl:24][C:25]1[C:26](F)=[C:27]([F:41])[CH:28]=[C:29]2[C:34]=1[N:33]([CH:35]1[CH2:37][CH2:36]1)[CH:32]=[C:31]([C:38]([OH:40])=[O:39])[CH2:30]2.N12CCN(CC1)CC2>C(#N)C.CN(C)C=O>[NH2:7][CH:8]1[CH2:12][CH2:11][N:10]([C:26]2[C:25]([Cl:24])=[C:34]3[C:29]([C:30](=[O:6])[C:31]([C:38]([OH:40])=[O:39])=[CH:32][N:33]3[CH:35]3[CH2:37][CH2:36]3)=[CH:28][C:27]=2[F:41])[CH2:9]1. Reported procedure: 0.95 g (11 mmol) of pivalaldehyde are added dropwise to a solution of 0.86 g (10 mmol) of 3-aminopyrrolidine in 10 ml of acetonitrile at room temperature in the course of 5 minutes, during which the temperature rises from 22.5° C. to 27.5° C. The mixture is subsequently stirred for 1 hour and a virtually complete conversion into 3-(2,2-dimethylpropylideneamino)-pyrrolidine is found by checking the reaction by gas chromatography. The mixture is then diluted with 10 ml of acetonitrile and 10 ml of... The product is C(#N)CC(C)P(OCC(C)C)(=O)C (isobutyl P-(3-cyanoprop-2-yl)-P-(methyl)-phosphinate). Procedure: A solution of 50.0 g of isobutyl P-methylphosphonite and 22.8 g of crotononitrile in 50 ml of dry ethanol is added to a stirred mixture of 0.8 g of sodium hydride (50% dispersion in oil) in 25 ml of ethanol at 0° C., under an atmosphere of nitrogen. The reaction mixture is allowed to warm to room temperature and stirred for 4 hours. 1 ml of glacial acetic acid is added and the mixture is concentrated under reduced pressure. The resulting crude product is dissolved in 50 ml of ethyl acetate, wash... Solvent: C(C)O (ethanol), C(C)O (ethanol). Starting materials: C(C)(=O)O (acetic acid), CP(OCC(C)C)[O-] (isobutyl P-methylphosphonite), C(\C=C\C)#N (crotononitrile), [H-].[Na+] (sodium hydride). Conditions: time 4 hour. RXN SMILES: [CH3:1][P:2]([O-:8])[O:3][CH2:4][CH:5]([CH3:7])[CH3:6].[C:9](#[N:13])/[CH:10]=[CH:11]/[CH3:12].[H-].[Na+].C(O)(=O)C>C(O)C>[C:9]([CH2:10][CH:11]([P:2]([CH3:1])(=[O:8])[O:3][CH2:4][CH:5]([CH3:7])[CH3:6])[CH3:12])#[N:13] |f:2.3|. RXN SMILES: [CH3:1][O:2][C:3]1[CH:4]=[C:5]([CH:9]=[CH:10][C:11]=1[O:12][CH3:13])[C:6]([OH:8])=O.C(N1C=CN=C1)(N1C=CN=C1)=O.[NH2:26][CH2:27][CH2:28][N:29]1[C:33]([CH3:34])=[CH:32][CH:31]=[C:30]1[CH3:35]>O1CCOCC1>[CH3:35][C:30]1[N:29]([CH2:28][CH2:27][NH:26][C:6](=[O:8])[C:5]2[CH:9]=[CH:10][C:11]([O:12][CH3:13])=[C:3]([O:2][CH3:1])[CH:4]=2)[C:33]([CH3:34])=[CH:32][CH:31]=1. Reactants: COC=1C=C(C(=O)O)C=CC1OC (3,4-dimethoxybenzoic acid), C(=O)(N1C=NC=C1)N1C=NC=C1 (carbonyldiimidazole), NCCN1C(=CC=C1C)C (1-(2-aminoethyl)2,5-dimethylpyrrole). Reported procedure: 9.1 g (0.05 mol) of 3,4-dimethoxybenzoic acid and 8.2 g (0.05 mol) of carbonyldiimidazole in 50 ml of dioxane are stirred at 60° C. for 15 min. After addition of 6.2 g (0.045 mol) of 1-(2-aminoethyl)2,5-dimethylpyrrole in 20 ml of dioxane to the mixture it is stirred at room temperature for 20 h, concentrated, and aqueous sodium bicarbonate solution is added and the mixture is extracted with methylene chloride. The extract is chromatographed over an alumina column, and the product is crystallize... Run in O1CCOCC1 (dioxane), O1CCOCC1 (dioxane). Run at time 20 hour. Yields the product CC=1N(C(=CC1)C)CCNC(C1=CC(=C(C=C1)OC)OC)=O (N-(2-(2,5-Dimethyl-1-pyrrolyl)ethyl)-3,4-dimethoxybenzamide). The reactants are BrC1=CC2=C(NC=N2)C(=C1)C (5-bromo-7-methyl-1H-benzo[d]imidazole), CC=1C=CC(=CC1)S(=O)(=O)O.O (TsOH.H2O), O1CCCC=C1 (3,4-dihydro-2H-pyran). Run in C1CCOC1 (THF). RXN SMILES: [Br:1][C:2]1[CH:10]=[C:9]([CH3:11])[C:5]2[NH:6][CH:7]=[N:8][C:4]=2[CH:3]=1.CC1C=CC(S(O)(=O)=O)=CC=1.O.[O:24]1[CH:29]=[CH:28][CH2:27][CH2:26][CH2:25]1>C1COCC1>[Br:1][C:2]1[CH:10]=[C:9]([CH3:11])[C:5]2[N:6]([CH:25]3[CH2:26][CH2:27][CH2:28][CH2:29][O:24]3)[CH:7]=[N:8][C:4]=2[CH:3]=1 |f:1.2|. Product: BrC1=CC2=C(N(C=N2)C2OCCCC2)C(=C1)C (5-bromo-7-methyl-1-(tetrahydro-2H-pyran-2-yl)-1H-benzo[d]imidazole). Yield: 94.7%. Procedure details: A mixture of 74 (1.09 g, 5.19 mmol), TsOH.H2O (98 mg, 0.51 mmol), 3,4-dihydro-2H-pyran (2.4 mL, 26 mmol) in THF (15 mL) was degassed and then heated to reflux overnight. The solvent was removed in vacuo. The residue was partitioned between with DCM (300 mL) and water (50 mL). The organic layer was separated, dried (MgSO4), filtered and concentrated. The crude product was purified by SiO2 chromatography eluting with a MeOH/DCM gradient (0.5% to 1% MeOH) to afford 1.45 g (95%) of 5-bromo-7-methyl-...